Dataset: the Open Reaction Database (ORD), a public repository of structured organic reaction records. Task: describe an organic reaction: reactants, conditions, products, and yield The reactants are Fe(CO)4, solution, O (water), Fe(CO)4, C(=O)([O-])[O-].[Na+].[Na+] (Na2CO3), [OH-].[Na+] (NaOH), COCC1=C(C=CC=C1)[N+](=O)[O-] (o-methoxymethylnitrobenzene). The solvent is CO (methanol), CCOCC (ether). Conditions: time 1 hour. Yields the product COCC1=C(N)C=CC=C1 (o-methoxymethylaniline). Yield: 101.8%. RXN SMILES: O.C([O-])([O-])=O.[Na+].[Na+].[OH-].[Na+].[CH3:10][O:11][CH2:12][C:13]1[CH:18]=[CH:17][CH:16]=[CH:15][C:14]=1[N+:19]([O-])=O>CO.CCOCC>[CH3:10][O:11][CH2:12][C:13]1[CH:18]=[CH:17][CH:16]=[CH:15][C:14]=1[NH2:19] |f:1.2.3,4.5|. Reported procedure: 528 g of 21.8% strength Na2 [Fe(CO)4 ] solution (0.6 mol; 1 kg of the solution contains 633 g of water, 218 g of Na2 [Fe(CO)4 ], 108 g of Na2CO3 and 41 g of NaOH) are added dropwise to 101 g (0.6 mol) of o-methoxymethylnitrobenzene (Example 3a) in 1 l of methanol at 20°-30° C. Stirring is carried out for 1 hour at room temperature, after which the reaction mixture is diluted with ether. A brown oil separates out in the reaction vessel. The total reaction mixture is poured onto a silica gel colum... Reactants: NC(P(OCC)(OCC)=O)P(OCC)(OCC)=O (tetraethyl (aminomethylene)bis-(phosphonate)), C1(=CC=CC=C1)S(=O)(=O)Cl (benzenesulfonyl chloride). The reagents and catalysts are CN(C1=CC=NC=C1)C (4-(dimethylamino)pyridine). Run in C(C)(=O)OCC (ethyl acetate), N1=CC=CC=C1 (pyridine). Reaction conditions: time 4 hour. The product is C1(=CC=CC=C1)S(=O)(=O)NC(P(OCC)(OCC)=O)P(OCC)(OCC)=O (tetraethyl (phenylsulfonylaminomethylene)bis(phosphonate)). As a reaction SMILES: [NH2:1][CH:2]([P:11](=[O:18])([O:15][CH2:16][CH3:17])[O:12][CH2:13][CH3:14])[P:3](=[O:10])([O:7][CH2:8][CH3:9])[O:4][CH2:5][CH3:6].[C:19]1([S:25](Cl)(=[O:27])=[O:26])[CH:24]=[CH:23][CH:22]=[CH:21][CH:20]=1>N1C=CC=CC=1.CN(C)C1C=CN=CC=1.C(OCC)(=O)C>[C:19]1([S:25]([NH:1][CH:2]([P:3](=[O:10])([O:7][CH2:8][CH3:9])[O:4][CH2:5][CH3:6])[P:11](=[O:18])([O:12][CH2:13][CH3:14])[O:15][CH2:16][CH3:17])(=[O:27])=[O:26])[CH:24]=[CH:23][CH:22]=[CH:21][CH:20]=1. Procedure: To a solution of tetraethyl (aminomethylene)bis-(phosphonate) (661 mg) in pyridine (2 ml) were added benzenesulfonyl chloride (0.35 ml) and then 4-(dimethylamino)pyridine (50 mg) at ambient temperature with stirring. After stirring for 4 hours at the same temperature, the reaction mixture was diluted with ethyl acetate (20 ml). The mixture was washed with 1N hydrochloric acid four times, water and saturated aqueous hydrogen bicarbonate solution successively. The organic layer was dried over magn...